Dataset: the Open Reaction Database (ORD), a public repository of structured organic reaction records. Task: describe an organic reaction: reactants, conditions, products, and yield Yields the product COC(=O)C(O)Cc1cc(C)c(Cl)c(C)c1. The reactants are CO, Cc1cc(CC(O)C(=O)O)cc(C)c1Cl, O=S(Cl)Cl. As a reaction SMILES: [CH3:20][OH:21].[Cl:5][c:6]1[c:7]([CH3:19])[cH:8][c:9]([CH2:13][CH:14]([C:15](=[O:16])[OH:17])[OH:18])[cH:10][c:11]1[CH3:12].[S:1]([Cl:2])([Cl:3])=[O:4]>>[Cl:5][c:6]1[c:7]([CH3:19])[cH:8][c:9]([CH2:13][CH:14]([C:15](=[O:16])[O:17][CH3:20])[OH:18])[cH:10][c:11]1[CH3:12]. Starting materials: C(C)(=O)SCC1(CC2=CC=CC=C2CC1)C(=O)NCC(O)C(=O)OCC1=CC=CC=C1 (N-[[1,2,3,4-tetrahydro-2-[(acetylthio)methyl]-2-naphthalenyl]carbonyl]-isoserine, benzyl ester), [Li+].[OH-] (LiOH). Solvent: O1CCCC1 (tetrahydrofuran). Run at time 4 hour. Yields the product SCC1(CC2=CC=CC=C2CC1)C(=O)NCC(O)C(=O)O (N-[[1,2,3,4-Tetrahydro-2-(mercaptomethyl)-2-naphthalenyl]carbonyl]-isoserine). As a reaction SMILES: C([S:4][CH2:5][C:6]1([C:16]([NH:18][CH2:19][CH:20]([C:22]([O:24]CC2C=CC=CC=2)=[O:23])[OH:21])=[O:17])[CH2:15][CH2:14][C:13]2[C:8](=[CH:9][CH:10]=[CH:11][CH:12]=2)[CH2:7]1)(=O)C.[Li+].[OH-]>O1CCCC1>[SH:4][CH2:5][C:6]1([C:16]([NH:18][CH2:19][CH:20]([C:22]([OH:24])=[O:23])[OH:21])=[O:17])[CH2:15][CH2:14][C:13]2[C:8](=[CH:9][CH:10]=[CH:11][CH:12]=2)[CH2:7]1 |f:1.2|. Procedure details: Dissolve N-[[1,2,3,4-tetrahydro-2-[(acetylthio)methyl]-2-naphthalenyl]carbonyl]-isoserine, benzyl ester (4.41 g, 10.0 mmol) in deoxygenated tetrahydrofuran (50 mL). To this solution add 1N LiOH (30 mL, 30.0 mmol) and stir under an atmosphere of argon for 4 hours. Concentrate the solution in vacuo then purify the residue by column chromatography (acetic acid:ethyl acetate:hexane) to give the title compound. Reactants: C(C)N=C=O (Ethyl isocyanate), C(C)OC(=O)C1=NC(=NC(=C1OCC)N1CCOCC1)C1=CC=C(C=C1)N (2-(4-amino-phenyl)-5-ethoxy-6-morpholin-4-yl-pyrimidine-4-carboxylic acid ethyl ester). Run in C1(=CC=CC=C1)C (toluene). The product is C(C)OC(=O)C1=NC(=NC(=C1OCC)N1CCOCC1)C1=CC=C(C=C1)NC(=O)NCC (5-Ethoxy-2-[4-(3-ethyl-ureido)-phenyl]-6-morpholin-4-yl-pyrimidine-4-carboxylic acid ethyl ester). Isolated yield 25.2%. RXN SMILES: [CH2:1]([N:3]=[C:4]=[O:5])[CH3:2].[CH2:6]([O:8][C:9]([C:11]1[C:16]([O:17][CH2:18][CH3:19])=[C:15]([N:20]2[CH2:25][CH2:24][O:23][CH2:22][CH2:21]2)[N:14]=[C:13]([C:26]2[CH:31]=[CH:30][C:29]([NH2:32])=[CH:28][CH:27]=2)[N:12]=1)=[O:10])[CH3:7]>C1(C)C=CC=CC=1>[CH2:6]([O:8][C:9]([C:11]1[C:16]([O:17][CH2:18][CH3:19])=[C:15]([N:20]2[CH2:21][CH2:22][O:23][CH2:24][CH2:25]2)[N:14]=[C:13]([C:26]2[CH:27]=[CH:28][C:29]([NH:32][C:4]([NH:3][CH2:1][CH3:2])=[O:5])=[CH:30][CH:31]=2)[N:12]=1)=[O:10])[CH3:7]. Procedure: Ethyl isocyanate (0.012 ml, 1.4 eq.) was added to a stirred solution of 2-(4-amino-phenyl)-5-ethoxy-6-morpholin-4-yl-pyrimidine-4-carboxylic acid ethyl ester (40 mg, 1 eq.) in toluene (2 ml) and the mixture was reacted overnight at 80° C. The reaction mixture was extracted with EA, washed with brine. The crude was purified by chromatography to give a product (12 mg, 25.2%). Starting materials: [OH-].[Li+] (lithium hydroxide), FC=1C=C(C=CC1)C1=CC=C2CCC(C2=C1)N(C(C)=O)C=1C=C(OCC(=O)OC)C=CC1 (methyl 2-(3-(N-(6-(3-fluorophenyl)-2,3-dihydro-1H-inden-1-yl)acetamido)phenoxy)acetate). Solvent: C1CCOC1 (THF). Reaction conditions: time 8 hour. Yields the product FC=1C=C(C=CC1)C1=CC=C2CCC(C2=C1)N(C(C)=O)C=1C=C(OCC(=O)O)C=CC1 (2-(3-(N-(6-(3-Fluorophenyl)-2,3-dihydro-1H-inden-1-yl)acetamido)phenoxy)acetic acid). Yield: 59.6%. As a reaction SMILES: [OH-].[Li+].[F:3][C:4]1[CH:5]=[C:6]([C:10]2[CH:18]=[C:17]3[C:13]([CH2:14][CH2:15][CH:16]3[N:19]([C:23]3[CH:24]=[C:25]([CH:32]=[CH:33][CH:34]=3)[O:26][CH2:27][C:28]([O:30]C)=[O:29])[C:20](=[O:22])[CH3:21])=[CH:12][CH:11]=2)[CH:7]=[CH:8][CH:9]=1>C1COCC1>[F:3][C:4]1[CH:5]=[C:6]([C:10]2[CH:18]=[C:17]3[C:13]([CH2:14][CH2:15][CH:16]3[N:19]([C:23]3[CH:24]=[C:25]([CH:32]=[CH:33][CH:34]=3)[O:26][CH2:27][C:28]([OH:30])=[O:29])[C:20](=[O:22])[CH3:21])=[CH:12][CH:11]=2)[CH:7]=[CH:8][CH:9]=1 |f:0.1|. Procedure: Aqueous lithium hydroxide (1 N, 1 mL, 1 mmol) was added to a solution of methyl 2-(3-(N-(6-(3-fluorophenyl)-2,3-dihydro-1H-inden-1-yl)acetamido)phenoxy)acetate (7 mg, 0.016 mmol) in THF (1 mL) in a scintillation vial. The vial was sealed and stirred overnight at room temperature. After 24 h, the reaction mixture was allowed to cool and the volatiles were concentrated. The residue was acidified with hydrochloric acid (1 N, 1 mL) and extracted with ethyl acetate (3×2 mL). The combined organic extr... Reaction SMILES: [Br:1][CH2:2][C:3](=[O:4])[O:5][CH2:6][CH3:7].[C:48](=[O:49])([O-:50])[O-:51].[CH3:54][N:55]([CH3:56])[CH:57]=[O:58].[K+:52].[K+:53].[OH2:59].[s:8]1[c:9]([CH:17]=[CH:18][c:19]2[cH:20][cH:21][c:22]([C:23](=[O:24])[NH:25][c:26]3[c:27]([OH:45])[cH:28][cH:29][c:30]([CH2:32][CH2:33][CH2:34][S:35](=[O:36])(=[O:37])[c:38]4[cH:39][cH:40][c:41]([Cl:44])[cH:42][cH:43]4)[cH:31]3)[cH:46][cH:47]2)[n:10][c:11]2[c:12]1[cH:13][cH:14][cH:15][cH:16]2>>[CH2:2]([C:3](=[O:4])[O:5][CH2:6][CH3:7])[O:45][c:27]1[c:26]([NH:25][C:23]([c:22]2[cH:21][cH:20][c:19]([CH:18]=[CH:17][c:9]3[s:8][c:12]4[c:11]([n:10]3)[cH:16][cH:15][cH:14][cH:13]4)[cH:47][cH:46]2)=[O:24])[cH:31][c:30]([CH2:32][CH2:33][CH2:34][S:35](=[O:36])(=[O:37])[c:38]2[cH:39][cH:40][c:41]([Cl:44])[cH:42][cH:43]2)[cH:29][cH:28]1. Yields the product CCOC(=O)COc1ccc(CCCS(=O)(=O)c2ccc(Cl)cc2)cc1NC(=O)c1ccc(C=Cc2nc3ccccc3s2)cc1. The reactants are CCOC(=O)CBr, O=C([O-])[O-], CN(C)C=O, [K+], [K+], O, O=C(Nc1cc(CCCS(=O)(=O)c2ccc(Cl)cc2)ccc1O)c1ccc(C=Cc2nc3ccccc3s2)cc1. Reactants: O=C([O-])C(O)C(O)C(=O)[O-], CC(C)C[Al+]CC(C)C, CC1(C)C2COC(=O)C21, Cc1ccccc1, [H-], [K+], [Na+]. Yields the product CC1(C)C2COC(O)C21. As a reaction SMILES: [C:20]([CH:21]([CH:22]([C:23]([O-:24])=[O:25])[OH:26])[OH:27])([O-:28])=[O:29].[CH2:2]([Al+:3][CH2:4][CH:5]([CH3:6])[CH3:7])[CH:8]([CH3:9])[CH3:10].[CH3:11][C:12]1([CH3:19])[CH:13]2[CH2:14][O:15][C:16](=[O:18])[CH:17]12.[CH3:32][c:33]1[cH:34][cH:35][cH:36][cH:37][cH:38]1.[H-:1].[K+:30].[Na+:31]>>[CH3:11][C:12]1([CH3:19])[CH:13]2[CH2:14][O:15][CH:16]([OH:18])[CH:17]12. Reactants: 2d, O (H2O), N1(CCC1)C(=O)C1=CC=C(O1)S(=O)(=O)NC1=NC(=NC(=C1)O[C@@H](COC(C1=CC=CC=C1)(C1=CC=CC=C1)C1=CC=CC=C1)C)SCC1=C(C(=CC=C1)F)F (5-(azetidin-1-ylcarbonyl)-N-{2-[(2,3-difluorobenzyl)thio]-6-[(1R)-1-methyl-2-(triphenylmethyloxy)ethoxy]pyrimidin-4-yl}furan-2-sulfonamide), product, O.C1(=CC=C(C=C1)S(=O)(=O)O)C (para-toluenesulfonic acid hydrate), C1(=CC=CC=C1)OC (anisole). Run in CO (methanol). Yields the product N1(CCC1)C(=O)C1=CC=C(O1)S(=O)(=O)NC1=NC(=NC(=C1)O[C@@H](CO)C)SCC1=C(C(=CC=C1)F)F (5-(azetidin-1-ylcarbonyl)-N-{2-[(2,3-difluorobenzyl)thio]-6-[(1R)-2-hydroxy-1-methylethoxy]pyrimidin-4-yl}furan-2-sulfonamide). RXN SMILES: [N:1]1([C:5]([C:7]2[O:11][C:10]([S:12]([NH:15][C:16]3[CH:21]=[C:20]([O:22][C@H:23]([CH3:45])[CH2:24][O:25]C(C4C=CC=CC=4)(C4C=CC=CC=4)C4C=CC=CC=4)[N:19]=[C:18]([S:46][CH2:47][C:48]4[CH:53]=[CH:52][CH:51]=[C:50]([F:54])[C:49]=4[F:55])[N:17]=3)(=[O:14])=[O:13])=[CH:9][CH:8]=2)=[O:6])[CH2:4][CH2:3][CH2:2]1.O.C1(C)C=CC(S(O)(=O)=O)=CC=1.C1(OC)C=CC=CC=1.O>CO>[N:1]1([C:5]([C:7]2[O:11][C:10]([S:12]([NH:15][C:16]3[CH:21]=[C:20]([O:22][C@H:23]([CH3:45])[CH2:24][OH:25])[N:19]=[C:18]([S:46][CH2:47][C:48]4[CH:53]=[CH:52][CH:51]=[C:50]([F:54])[C:49]=4[F:55])[N:17]=3)(=[O:14])=[O:13])=[CH:9][CH:8]=2)=[O:6])[CH2:2][CH2:3][CH2:4]1 |f:1.2|. Reported procedure: To a solution of 5-(azetidin-1-ylcarbonyl)-N-{2-[(2,3-difluorobenzyl)thio]-6-[(1R)-1-methyl-2-(triphenylmethyloxy)ethoxy]pyrimidin-4-yl}furan-2-sulfonamide (the product of step iv) (0.24 g) in methanol (5 mL) was added para-toluenesulfonic acid hydrate (58 mg) and anisole (0.34 mL). After stirring at room temperature for 2d, H2O (5 mL) was added and the mixture extracted with EtOAc (3×10 mL). The combined organic layers were washed with brine (10 mL), dried (MgSO4), filtered and evaporated to dr... The reagents and catalysts are C=1C=CC(=CC1)[P](C=2C=CC=CC2)(C=3C=CC=CC3)[Pd]([P](C=4C=CC=CC4)(C=5C=CC=CC5)C=6C=CC=CC6)([P](C=7C=CC=CC7)(C=8C=CC=CC8)C=9C=CC=CC9)[P](C=1C=CC=CC1)(C=1C=CC=CC1)C=1C=CC=CC1 (Pd(PPh3)4). The product is C(C)(C)(C)O[C@H](C(=O)OCC)C1=C(C2=C(N=C(S2)C2=CC3=C(N(C(N3C)=O)C)C=C2)C=C1C)C1=CC=C(C=C1)Cl ((S)-ethyl 2-(tert-butoxy)-2-(7-(4-chlorophenyl)-2-(1,3-dimethyl-2-oxo-2,3-dihydro-1H-benzo[d]imidazol-5-yl)-5-methylbenzo[d]thiazol-6-yl)acetate). Conditions: temperature 100 celsius. Starting materials: BrC=1SC2=C(N1)C=C(C(=C2C2=CC=C(C=C2)Cl)[C@@H](C(=O)OCC)OC(C)(C)C)C ((S)-ethyl 2-(2-bromo-7-(4-chlorophenyl)-5-methylbenzo[d]thiazol-6-yl)-2-tert-butoxyacetate), CN1C(N(C2=C1C=CC(=C2)B2OC(C(O2)(C)C)(C)C)C)=O (1,3-dimethyl-5-(4,4,5,5-tetramethyl-1,3,2-dioxaborolan-2-yl)-1H-benzo[d]imidazol-2(3H)one), C(=O)([O-])[O-].[K+].[K+] (K2CO3). RXN SMILES: Br[C:2]1[S:3][C:4]2[C:10]([C:11]3[CH:16]=[CH:15][C:14]([Cl:17])=[CH:13][CH:12]=3)=[C:9]([C@H:18]([O:24][C:25]([CH3:28])([CH3:27])[CH3:26])[C:19]([O:21][CH2:22][CH3:23])=[O:20])[C:8]([CH3:29])=[CH:7][C:5]=2[N:6]=1.[CH3:30][N:31]1[C:35]2[CH:36]=[CH:37][C:38](B3OC(C)(C)C(C)(C)O3)=[CH:39][C:34]=2[N:33]([CH3:49])[C:32]1=[O:50].C([O-])([O-])=O.[K+].[K+]>CCOC(C)=O.C1C=CC([P]([Pd]([P](C2C=CC=CC=2)(C2C=CC=CC=2)C2C=CC=CC=2)([P](C2C=CC=CC=2)(C2C=CC=CC=2)C2C=CC=CC=2)[P](C2C=CC=CC=2)(C2C=CC=CC=2)C2C=CC=CC=2)(C2C=CC=CC=2)C2C=CC=CC=2)=CC=1>[C:25]([O:24][C@@H:18]([C:9]1[C:8]([CH3:29])=[CH:7][C:5]2[N:6]=[C:2]([C:38]3[CH:37]=[CH:36][C:35]4[N:31]([CH3:30])[C:32](=[O:50])[N:33]([CH3:49])[C:34]=4[CH:39]=3)[S:3][C:4]=2[C:10]=1[C:11]1[CH:16]=[CH:15][C:14]([Cl:17])=[CH:13][CH:12]=1)[C:19]([O:21][CH2:22][CH3:23])=[O:20])([CH3:28])([CH3:27])[CH3:26] |f:2.3.4,^1:66,68,87,106|. Procedure: A microwave vial was charged with (S)-ethyl 2-(2-bromo-7-(4-chlorophenyl)-5-methylbenzo[d]thiazol-6-yl)-2-tert-butoxyacetate (75 mg, 0.15 mmol), 1,3-dimethyl-5-(4,4,5,5-tetramethyl-1,3,2-dioxaborolan-2-yl)-1H-benzo[d]imidazol-2(3H)one (182 mg, 0.63 mmol), then Pd(PPh3)4 (22 mg, 0.02 mmol). The vial was flushed with argon, diluted with dioxane (1.5 mL) and to this was added 2M aqueous K2CO3 (0.25 mL, 0.5 mmol). The vial was sealed, heated to 100° C. for 2 hours, and then allowed to cool to room t... The solvent is CCOC(=O)C (EtOAc).